From a dataset of the Open Reaction Database (ORD), a public repository of structured organic reaction records. describe an organic reaction: reactants, conditions, products, and yield Reactants: ON=C(N)C1=CN=NC=C1 (N′-Hydroxypyridazine-4-carboximidamide), Cl.C(C1=CN=CC=C1)(=O)Cl (nicotinoyl chloride hydrochloride), N (NH3). Yields the product N1=NC=C(C=C1)C1=NOC(=N1)C=1C=NC=CC1 (3-(Pyridazin-4-yl)-5-(pyridin-3-yl)-1,2,4-oxadiazole). As a reaction SMILES: [OH:1][N:2]=[C:3]([C:5]1[CH:10]=[CH:9][N:8]=[N:7][CH:6]=1)[NH2:4].Cl.[C:12](Cl)(=O)[C:13]1[CH:18]=[CH:17][CH:16]=[N:15][CH:14]=1.N>>[N:8]1[CH:9]=[CH:10][C:5]([C:3]2[N:4]=[C:12]([C:13]3[CH:14]=[N:15][CH:16]=[CH:17][CH:18]=3)[O:1][N:2]=2)=[CH:6][N:7]=1 |f:1.2|. Reported procedure: The titled compound was prepared according to the procedure of Method D using the product of Example 83D and nicotinoyl chloride hydrochloride (Aldrich). 1H NMR (300 MHz, DMSO-d6) δ 7.75 (ddd, J=8.0, 4.9, 0.7 Hz, 1 H), 8.32 (dd, J=5.3, 2.2 Hz, 1 H), 8.61 (dt, J=8.2, 1.8 Hz, 1 H), 8.93 (dd, J=5.1, 1.7 Hz, 1 H), 9.39 (dd, J=2.2, 0.8 Hz, 1 H), 9.55 (dd, J=5.4, 1.4 Hz, 1 H), 9.85 (dd, J=2.2, 1.2 Hz, 1 H) ppm; MS (DCI/NH3) m/z 226 (M+H)+. The reactants are C(C)(=O)C1=C(C(=C(OCCCCCC(=O)O)C=C1)CCC)O (6-(4-Acetyl-3-hydroxy-2-propylphenoxy)hexanoic acid), N1=CC(=CC=C1)CCCN (3-pyridine propanamine). The product is C(C)(=O)C1=C(C(=C(OCCCCCC(=O)NCCCC=2C=NC=CC2)C=C1)CCC)O (6-(4-Acetyl-3-hydroxy-2-propylphenoxy)-N-[3-(3-pyridinyl)propyl]hexanamide), methylene chloride-ether. Reaction SMILES: [C:1]([C:4]1[CH:18]=[CH:17][C:7]([O:8][CH2:9][CH2:10][CH2:11][CH2:12][CH2:13][C:14]([OH:16])=O)=[C:6]([CH2:19][CH2:20][CH3:21])[C:5]=1[OH:22])(=[O:3])[CH3:2].[N:23]1[CH:28]=[CH:27][CH:26]=[C:25]([CH2:29][CH2:30][CH2:31][NH2:32])[CH:24]=1>>[C:1]([C:4]1[CH:18]=[CH:17][C:7]([O:8][CH2:9][CH2:10][CH2:11][CH2:12][CH2:13][C:14]([NH:32][CH2:31][CH2:30][CH2:29][C:25]2[CH:24]=[N:23][CH:28]=[CH:27][CH:26]=2)=[O:16])=[C:6]([CH2:19][CH2:20][CH3:21])[C:5]=1[OH:22])(=[O:3])[CH3:2]. Procedure: 6-(4-Acetyl-3-hydroxy-2-propylphenoxy)hexanoic acid was allowed to react with 3-pyridine propanamine according to procedure A and the product was purified by chromatography on silica gel to give 6-(4-acetyl-3-hydroxy-2-propylphenoxy)-N-[3-(3-pyridinyl)propyl]hexanamide the title compound, mp 83°14 85° (from methylene chloride-ether) in 87% yield. Reactants: [NH4+].[Cl-] (NH4Cl), C(CCC)[Li] (n-Butyl lithium), C=1C=CC2=C(C1)C=CS2 (thianaphthene), C(C=C)Br (Allylbromide). Run in C1CCOC1 (THF). Conditions: temperature 0 celsius, time 30 minute. The product is CC=CC1=CC2=C(S1)C=CC=C2 (2-All-3-yl-benzo[b]thiophene). The yield is 58.0%. RXN SMILES: [CH2:1]([Li])[CH2:2][CH2:3][CH3:4].[CH:6]1[CH:7]=[CH:8][C:9]2[S:14]C=[CH:12][C:10]=2[CH:11]=1.C(Br)C=C.[NH4+].[Cl-]>C1COCC1>[CH3:4][CH:3]=[CH:2][C:1]1[S:14][C:9]2[CH:8]=[CH:7][CH:6]=[CH:11][C:10]=2[CH:12]=1 |f:3.4|. Procedure details: n-Butyl lithium (16.7 ml, 2.5 N in hexanes) was added dropwise to a stirred solution of thianaphthene (5.0 g, 37.3 mmol) in THF (80 mL) at -78° C. under a dry N2 atmosphere. After the addition wascompleted, the mixture was warmed up and stirred at 0° C. for 30 min. Allylbromide (16.1 mL, 186.5 mmol ) was added. After an additional 3.5 h., sat. aq. NH4Cl was added and the reaction mixture was partitioned between water and ether. The ether phase was washed with brine and dried. Silica gel (120 mL)... The reactants are [Na+].[I-] (NaI), C(C)OC(C(CCCBr)(C)C)=O (5-Bromo-2,2-dimethyl-pentanoic acid ethyl ester), C(CO)O (ethylene glycol), [H-].[Na+] (NaH). Run in O (H2O). Conditions: temperature 70 celsius, time 20 hour. Product: C(C)OC(C(CCCOCCO)(C)C)=O (5-(2-Hydroxy-ethoxy)-2,2-dimethyl-pentanoic acid ethyl ester). Isolated yield 20.0%. Reaction SMILES: [CH2:1]([O:3][C:4](=[O:12])[C:5]([CH3:11])([CH3:10])[CH2:6][CH2:7][CH2:8]Br)[CH3:2].[Na+].[I-].[H-].[Na+].[CH2:17]([OH:20])[CH2:18][OH:19]>O>[CH2:1]([O:3][C:4](=[O:12])[C:5]([CH3:11])([CH3:10])[CH2:6][CH2:7][CH2:8][O:19][CH2:18][CH2:17][OH:20])[CH3:2] |f:1.2,3.4|. Procedure details: 5-Bromo-2,2-dimethyl-pentanoic acid ethyl ester LVX (19 g, 74.5 mmol) was dissolved in ethylene glycol LXVI (150 mL) and stirred under argon. After NaI (1.13 g, 7.5 mmol) was added as a catalyst, NaH as a dispersion in mineral oil (3.0 g, 60%, in mineral oil; 75 mmol) was added slowly in five portions. After stirring for 20 min at rt, the mixture was subjected to gentle heating in an oil-bath to 70° C. After 20 h, the heating was discontinued and the mixture was cooled to rt. The reaction mixtur...